Dataset: the Open Reaction Database (ORD), a public repository of structured organic reaction records. Task: describe an organic reaction: reactants, conditions, products, and yield Starting materials: OO (hydrogen peroxide), OO (hydrogen peroxide), C14 -fatty amine hydrochloride, C(CCC)OC(C=C)=O (n-butylacrylate), C14 -fatty amine hydrochloride, COC(C(=C)C)=O (methylmethacrylate), C=CC1=CC=CC=C1 (styrene). Reagents/catalysts: [Fe](Cl)Cl (iron (II) chloride). Product: C(CCCCCC(C)C)C1=C(C=CC=C1)O (isononyl phenol), C1CO1 (ethylene oxide). RXN SMILES: CO[C:3](=O)[C:4]([CH3:6])=[CH2:5].[CH2:8]=[CH:9][C:10]1C=[CH:14][CH:13]=[CH:12][CH:11]=1.[CH2:16]([O:20][C:21](=[O:24])[CH:22]=C)[CH2:17][CH2:18][CH3:19].OO>[Fe](Cl)Cl>[CH2:10]([C:9]1[CH:8]=[CH:19][CH:18]=[CH:17][C:16]=1[OH:20])[CH2:11][CH2:12][CH2:13][CH2:14][CH2:3][CH:4]([CH3:6])[CH3:5].[CH2:21]1[O:24][CH2:22]1. Reported procedure: An aqueous emulsion comprising 45 parts by weight of methylmethacrylate, 7 parts by weight of styrene, 48 parts by weight of n-butylacrylate, and containing 0.18 part by weight of 30 percent hydrogen peroxide and 0.95 part by weight of C14 -fatty amine hydrochloride dissolved therein, is added dropwise at 85°C. over a period of 4 - 6 hours to an aqueous solution comprising 0.05 part by weight of C14 -fatty amine hydrochloride, 0.005 part by weight of iron (II) chloride, and 0.02 part by weight o... Starting materials: NC1=C(C(=O)O)C=CC=N1 (2-amino-nicotinic acid), C[Si](C)(C)C=[N+]=[N-] (trimethylsilyldiazomethane). Solvent: CO (MeOH), C1CCOC1 (THF). The product is COC(C1=C(N=CC=C1)N)=O (2-amino-nicotinic acid methyl ester). Yield: 78.0%. As a reaction SMILES: [NH2:1][C:2]1[N:10]=[CH:9][CH:8]=[CH:7][C:3]=1[C:4]([OH:6])=[O:5].[CH3:11][Si](C=[N+]=[N-])(C)C>CO.C1COCC1>[CH3:11][O:5][C:4](=[O:6])[C:3]1[CH:7]=[CH:8][CH:9]=[N:10][C:2]=1[NH2:1]. Procedure: A stirred suspension of 2-amino-nicotinic acid (12.15 g, 87.95 mmol) in a mixture of MeOH (175 mL) and THF (500 mL), under nitrogen at room temperature, was added a solution of trimethylsilyldiazomethane (2M in hexane, 50 mL, 99.5 mmol)) dropwise. After completion of the reaction the volatiles were removed in vacuo and the crude product triturated with disisopropyl ether, filtered and dried to give 2-amino-nicotinic acid methyl ester (10.44 g) as a yellow solid. The reactants are BrB(Br)Br, CCOCC, ClCCl, COc1cc(F)ccc1C(=O)CN1CC(CS(=O)(=O)c2ccc(F)cc2)C1. Yields the product O=C(CN1CC(CS(=O)(=O)c2ccc(F)cc2)C1)c1ccc(F)cc1O. As a reaction SMILES: [B:28]([Br:29])([Br:30])[Br:31].[CH3:32][CH2:33][O:34][CH2:35][CH3:36].[Cl:37][CH2:38][Cl:39].[F:1][c:2]1[cH:3][c:4]([O:26][CH3:27])[c:5]([C:8]([CH2:9][N:10]2[CH2:11][CH:12]([CH2:14][S:15](=[O:16])(=[O:17])[c:18]3[cH:19][cH:20][c:21]([F:24])[cH:22][cH:23]3)[CH2:13]2)=[O:25])[cH:6][cH:7]1>>[F:1][c:2]1[cH:3][c:4]([OH:26])[c:5]([C:8]([CH2:9][N:10]2[CH2:11][CH:12]([CH2:14][S:15](=[O:16])(=[O:17])[c:18]3[cH:19][cH:20][c:21]([F:24])[cH:22][cH:23]3)[CH2:13]2)=[O:25])[cH:6][cH:7]1. The reactants are C(=O)(OCC)C=1C(OC2=CC(=CC=C2C1)O)=O (3-carbethoxy-7-hydroxycoumarin), [OH-].[K+] (potassium hydroxide), C(C)OC=C (ethylvinyl ether), C1(=CC=C(C=C1)S(=O)(=O)O)C (p-toluenesulfonic acid). Solvent: C(Cl)Cl (CH2Cl2). Reaction conditions: time 15 minute. Yields the product C(C)OC(C)OC(C)OCC (1-ethoxyethyl ether). The yield is 26.0%. As a reaction SMILES: C([C:6]1[C:7](=[O:17])[O:8][C:9]2[C:14](C=1)=CC=C(O)C=2)(OCC)=O.[CH2:18]([O:20][CH:21]=[CH2:22])[CH3:19].C1(C)C=CC(S(O)(=O)=O)=CC=1.[OH-].[K+]>C(Cl)Cl>[CH2:18]([O:20][CH:21]([O:17][CH:7]([O:8][CH2:9][CH3:14])[CH3:6])[CH3:22])[CH3:19] |f:3.4|. Reported procedure: To a slurry of 5.0 g (21 mMol) of 3-carbethoxy-7-hydroxycoumarin [H. Pechmann and E. Graezer, Chem. Ber. 34:378 (1901)9 in 100 mL of CH2Cl2 containing 5 mL of ethylvinyl ether was added 30 mg of p-toluenesulfonic acid. After 15 minutes, the reaction was poured into 100 mL of 10% potassium hydroxide (KOH) solution. The organic phase was separated, washed with H2O, dried and evaporated. The residue was taken up in toluene and precipitated with hexane to give 1.73 g (26% yield) of the 1-ethoxyethyl...